This data is from the Open Reaction Database (ORD), a public repository of structured organic reaction records. The task is: describe an organic reaction: reactants, conditions, products, and yield The reactants are BrC1=CC=C(C=C1)I (4-bromoiodobenzene), C1(=CC=CC=C1)P(C1=CC=CC=C1)C1=CC=CC=C1 (triphenylphosphine), C(C#C)O (propargyl alcohol), C(C)(C)N(CC)C(C)C (diisopropylethylamine). The reagents and catalysts are [Cu]I (copper(I) iodide), C1=CC=C(C=C1)/C=C/C(=O)/C=C/C2=CC=CC=C2.C1=CC=C(C=C1)/C=C/C(=O)/C=C/C2=CC=CC=C2.C1=CC=C(C=C1)/C=C/C(=O)/C=C/C2=CC=CC=C2.C(Cl)(Cl)Cl.[Pd].[Pd] (tris(dibenzylideneacetone)dipalladium(0) chloroform adduct). The solvent is O1CCCC1 (tetrahydrofuran), O (water). Conditions: time 13 hour. Product: BrC1=CC=C(C=C1)C#CCO (3-(4-bromophenyl)-2-propyne-1-ol). RXN SMILES: [Br:1][C:2]1[CH:7]=[CH:6][C:5](I)=[CH:4][CH:3]=1.C1(P(C2C=CC=CC=2)C2C=CC=CC=2)C=CC=CC=1.[CH2:28]([OH:31])[C:29]#[CH:30].C(N(C(C)C)CC)(C)C>[Cu]I.C1C=CC(/C=C/C(/C=C/C2C=CC=CC=2)=O)=CC=1.C1C=CC(/C=C/C(/C=C/C2C=CC=CC=2)=O)=CC=1.C1C=CC(/C=C/C(/C=C/C2C=CC=CC=2)=O)=CC=1.C(Cl)(Cl)Cl.[Pd].[Pd].O.O1CCCC1>[Br:1][C:2]1[CH:7]=[CH:6][C:5]([C:30]#[C:29][CH2:28][OH:31])=[CH:4][CH:3]=1 |f:5.6.7.8.9.10|. Procedure: A mixture of 4-bromoiodobenzene (8.00 g), copper(I) iodide (108 mg), triphenylphosphine (372 mg), tris(dibenzylideneacetone)dipalladium(0) chloroform adduct (586 mg), propargyl alcohol (1.84 ml), diisopropylethylamine (19.7 ml) and tetrahydrofuran (100 ml) was stirred at room temperature for 13 hr. The reaction mixture was added to water, and the mixture was extracted with ethyl acetate, washed with saturated brine, and dried over anhydrous magnesium sulfate. The solvent was evaporated under red... Reactants: ClC=1C=C(C(C(=O)O)=CC1S(=O)(=O)C)N (4-chloro-5-methylsulfonylanthranilic acid), C(C1=CC=CC=C1)Br (benzyl bromide), Cl (hydrochloric acid), O (water). The solvent is [OH-].[Na+] (sodium hydroxide), [OH-].[Na+] (sodium hydroxide). Product: C(C1=CC=CC=C1)NC1=C(C(=O)O)C=C(C(=C1)Cl)S(=O)(=O)C (2-benzylamino-4-chloro-5-methylsulfonylbenzoic acid). Reaction SMILES: [Cl:1][C:2]1[CH:3]=[C:4]([NH2:15])[C:5](=[CH:9][C:10]=1[S:11]([CH3:14])(=[O:13])=[O:12])[C:6]([OH:8])=[O:7].[CH2:16](Br)[C:17]1[CH:22]=[CH:21][CH:20]=[CH:19][CH:18]=1.O.Cl>[OH-].[Na+]>[CH2:16]([NH:15][C:4]1[CH:3]=[C:2]([Cl:1])[C:10]([S:11]([CH3:14])(=[O:12])=[O:13])=[CH:9][C:5]=1[C:6]([OH:8])=[O:7])[C:17]1[CH:22]=[CH:21][CH:20]=[CH:19][CH:18]=1 |f:4.5|. Procedure: A solution of 4-chloro-5-methylsulfonylanthranilic acid (250 mg.) and benzyl bromide (180 mg.) in 5% aqueous sodium hydroxide is heated on a water bath at 50° C. for four hours during which time 5% aqueous sodium hydroxide is added a few drops at a time to maintain a basic reaction medium. The reaction mixture is poured into water and acidified with hydrochloric acid to give 2-benzylamino-4-chloro-5-methylsulfonylbenzoic acid, m.p. 179° C. after recrystallization from ethanol and water. The reactants are C1CCOC1, CO, Cl, O, COC(=O)CCCOc1ccc(-c2sc3cc(O)ccc3c2Cc2ccc(CN3CCCC3)c(OC)c2)cc1. Product: COc1cc(Cc2c(-c3ccc(OCCCC(=O)O)cc3)sc3cc(O)ccc23)ccc1CN1CCCC1. Reaction SMILES: [CH2:41]1[O:42][CH2:43][CH2:44][CH2:45]1.[CH3:46][OH:47].[ClH:40].[OH2:48].[OH:1][c:2]1[cH:3][cH:4][c:5]2[c:6]([s:7][c:8](-[c:25]3[cH:26][cH:27][c:28]([O:31][CH2:32][CH2:33][CH2:34][C:35](=[O:36])[O:37][CH3:38])[cH:29][cH:30]3)[c:9]2[CH2:10][c:11]2[cH:12][c:13]([O:23][CH3:24])[c:14]([CH2:17][N:18]3[CH2:19][CH2:20][CH2:21][CH2:22]3)[cH:15][cH:16]2)[cH:39]1>>[OH:1][c:2]1[cH:3][cH:4][c:5]2[c:6]([s:7][c:8](-[c:25]3[cH:26][cH:27][c:28]([O:31][CH2:32][CH2:33][CH2:34][C:35](=[O:36])[OH:37])[cH:29][cH:30]3)[c:9]2[CH2:10][c:11]2[cH:12][c:13]([O:23][CH3:24])[c:14]([CH2:17][N:18]3[CH2:19][CH2:20][CH2:21][CH2:22]3)[cH:15][cH:16]2)[cH:39]1. Reactants: COC([C@@H]1[C@H]([C@@]([C@]([C@H](OC2=CC=C(C=C2)C=2N(C3=CC=C(C=C3C2C)OCC2=CC=CC=C2)CC2=CC=C(C=C2)OCCN2CCCCC2)O1)(O)C(C)=O)(O)C(C)=O)OC(C)=O)=O (2,3,4-O-Triacetyl-1-O-(4-{5-benzyloxy-3-methyl-1-[4-(2-piperidin-1-yl-ethoxy)-benzyl]-1H-indol-2-yl}-phenyl)-beta-D-glucuronic Acid Methyl Ester). Reagents/catalysts: [Pd] (Pd/C). Run in C1CCOC1.CO (THF MeOH). Yields the product COC([C@@H]1[C@H]([C@@]([C@]([C@H](OC2=CC=C(C=C2)C=2N(C3=CC=C(C=C3C2C)O)CC2=CC=C(C=C2)OCCN2CCCCC2)O1)(O)C(C)=O)(O)C(C)=O)OC(C)=O)=O (2,3,4-O-Triacetyl-1-O-(4-{5-hydroxy-3-methyl-1-[4-(2-piperidin-1-yl-ethoxy)-benzyl]-1H-indol-2-yl}-phenyl)-beta-D-glucuronic Acid Methyl Ester). Isolated yield 98.9%. As a reaction SMILES: [CH3:1][O:2][C:3](=[O:63])[C@H:4]1[O:50][C@@H:8]([O:9][C:10]2[CH:15]=[CH:14][C:13]([C:16]3[N:17]([CH2:34][C:35]4[CH:40]=[CH:39][C:38]([O:41][CH2:42][CH2:43][N:44]5[CH2:49][CH2:48][CH2:47][CH2:46][CH2:45]5)=[CH:37][CH:36]=4)[C:18]4[C:23]([C:24]=3[CH3:25])=[CH:22][C:21]([O:26]CC3C=CC=CC=3)=[CH:20][CH:19]=4)=[CH:12][CH:11]=2)[C@:7]([C:52](=[O:54])[CH3:53])([OH:51])[C@@:6]([C:56](=[O:58])[CH3:57])([OH:55])[C@@H:5]1[O:59][C:60](=[O:62])[CH3:61]>C1COCC1.CO.[Pd]>[CH3:1][O:2][C:3](=[O:63])[C@H:4]1[O:50][C@@H:8]([O:9][C:10]2[CH:15]=[CH:14][C:13]([C:16]3[N:17]([CH2:34][C:35]4[CH:36]=[CH:37][C:38]([O:41][CH2:42][CH2:43][N:44]5[CH2:45][CH2:46][CH2:47][CH2:48][CH2:49]5)=[CH:39][CH:40]=4)[C:18]4[C:23]([C:24]=3[CH3:25])=[CH:22][C:21]([OH:26])=[CH:20][CH:19]=4)=[CH:12][CH:11]=2)[C@:7]([C:52](=[O:54])[CH3:53])([OH:51])[C@@:6]([C:56](=[O:58])[CH3:57])([OH:55])[C@@H:5]1[O:59][C:60](=[O:62])[CH3:61] |f:1.2|. Procedure: Glycosidated indole 33 (34 g, 0.039 mol) in 400 mL THF/MeOH (1:1) was treated with 10% Pd/C (5.4 g) and hydrogenated in a Parr apparatus at 50 psi for 30 h. The mixture was filtered through Siluflock and 0.34 g of L-Ascorbic acid was added to the filtrate. The cake of Siluflock was washed with THF and the combined filtrates were concentrated to yield product 35 (29.8 g, 98%) as a yellowish-white solid: 1H NMR (CDCl3) δ 6.95 (m, 11 H), 5.34 (m, 2 H), 5.14 (d, 1 H, J=2 Hz), 5.01 (s, 2 H), 4.21 (m,... The reactants are ClC1=CC=C(C=C1)N1C(CNC(C1(C)C)=O)=O (1-(4-chlorophenyl)-6,6-dimethylpiperazine-2,5-dione), [H-].[H-].[H-].[H-].[Li+].[Al+3] (LiAlH4). Run in C1CCOC1 (THF). Conditions: temperature 0 celsius, time 0.5 hour. Yields the product ClC1=CC=C(C=C1)N1C(CNCC1)(C)C (1-(4-chlorophenyl)-2,2-dimethylpiperazine). Isolated yield 94.9%. RXN SMILES: [Cl:1][C:2]1[CH:7]=[CH:6][C:5]([N:8]2[C:13]([CH3:15])([CH3:14])[C:12](=O)[NH:11][CH2:10][C:9]2=O)=[CH:4][CH:3]=1.[H-].[H-].[H-].[H-].[Li+].[Al+3]>C1COCC1>[Cl:1][C:2]1[CH:3]=[CH:4][C:5]([N:8]2[CH2:9][CH2:10][NH:11][CH2:12][C:13]2([CH3:15])[CH3:14])=[CH:6][CH:7]=1 |f:1.2.3.4.5.6|. Procedure: To a solution of 1-(4-chlorophenyl)-6,6-dimethylpiperazine-2,5-dione (0.9 g, 3.56 mmol) in THF (100 mL) at 0° C., was added LiAlH4 (0.54 g, 14.2 mmol) portionwise. The reaction was stirred at 0° C. for 0.5 h, the reaction was warmed to rt and stirred for 1 h. The reaction was carefully quenched with water, diluted with EtOAc, and added solid NaHCO3. The solution was stirred, filtered, and concentrated to give to give 1-(4-chlorophenyl)-2,2-dimethylpiperazine (0.76 g, 3.38 mmol, 95% yield) as a y... Reactants: BrC1=NC=CC(=C1)[C@H](CC)NC(=O)C=1C2=C(C=NC1)N(N=C2)C2=CC=C(C=C2)F (1-(4-fluorophenyl)-1H-pyrazolo[3,4-c]pyridine-4-carboxylic acid[(S)-1-(2-bromopyridin-4-yl)-propyl]-amide), C1(=CC=CC=C1)P(C1=CC=CC=C1)C1=CC=CC=C1 (triphenylphosphine), CN(C)C=O (DMF). Reagents/catalysts: C(C)(=O)[O-].[Pd+2].C(C)(=O)[O-] (palladium (II) acetate), [C-]#N.[Zn+2].[C-]#N (zinc cyanide), [C-]#N.[Zn+2].[C-]#N (zinc cyanide). Conditions: temperature 140 celsius, time 30 minute. Product: C(#N)C1=NC=CC(=C1)[C@H](CC)NC(=O)C=1C2=C(C=NC1)N(N=C2)C2=CC=C(C=C2)F (1-(4-Fluorophenyl)-1H-pyrazolo[3,4-c]pyridine-4-carboxylic acid[(S)-1-(2-cyano-pyridin-4-yl)-propyl]-amide). RXN SMILES: Br[C:2]1[CH:7]=[C:6]([C@@H:8]([NH:11][C:12]([C:14]2[C:15]3[CH:22]=[N:21][N:20]([C:23]4[CH:28]=[CH:27][C:26]([F:29])=[CH:25][CH:24]=4)[C:16]=3[CH:17]=[N:18][CH:19]=2)=[O:13])[CH2:9][CH3:10])[CH:5]=[CH:4][N:3]=1.C1(P(C2C=CC=CC=2)C2C=CC=CC=2)C=CC=CC=1.[CH3:49][N:50](C=O)C>C([O-])(=O)C.[Pd+2].C([O-])(=O)C.[C-]#N.[Zn+2].[C-]#N>[C:49]([C:2]1[CH:7]=[C:6]([C@@H:8]([NH:11][C:12]([C:14]2[C:15]3[CH:22]=[N:21][N:20]([C:23]4[CH:28]=[CH:27][C:26]([F:29])=[CH:25][CH:24]=4)[C:16]=3[CH:17]=[N:18][CH:19]=2)=[O:13])[CH2:9][CH3:10])[CH:5]=[CH:4][N:3]=1)#[N:50] |f:3.4.5,6.7.8|. Procedure: A microwave vial charged with 1-(4-fluorophenyl)-1H-pyrazolo[3,4-c]pyridine-4-carboxylic acid[(S)-1-(2-bromopyridin-4-yl)-propyl]-amide (0.10 g, 0.22 mmol), PS-triphenylphosphine (20 mg, 0.04 mmol), palladium (II) acetate (5 mg, 0.02 mmol), zinc cyanide (26 mg, 0.22 mmol) and DMF (2 mL) was warmed in a microwave at 140° C. After 30 minutes, additional zinc cyanide (25 mg, 0.22 mmol) was added and the mixture was warmed in a microwave at 140° C. After 30 minutes, the mixture was filtered washing ... Starting materials: C(C)(=O)OCC (Ethyl acetate), ClC1=C(C=CC=C1Cl)S(=O)(=O)N(COCC[Si](C)(C)C)C1=NC=C(N=C1OCC=1C=NC=CC1)Cl (2,3-dichloro-N-[5-chloro-3-(3-pyridinylmethoxy)-2-pyrazinyl]-N-[2-trimethylsilanylethoxymethyl]benzenesulphonamide), C([O-])([O-])=O.[Cs+].[Cs+] (caesium carbonate), Cl.NCCS (2-aminoethanethiol hydrochloride), C(C)#N (acetonitrile). Reaction conditions: time 5 hour. Product: NCCSC=1N=C(C(=NC1)NS(=O)(=O)C1=C(C(=CC=C1)Cl)Cl)OCC1=NC=CC=C1 (N-[5-(2-Aminoethylsulphanyl)-3-(2-pyridinylmethoxy)-2-pyrazinyl]-2,3-dichlorobenzenesulphonamide). RXN SMILES: [Cl:1][C:2]1[C:7](Cl)=[CH:6][CH:5]=[CH:4][C:3]=1[S:9]([N:12]([C:21]1[C:26]([O:27][CH2:28][C:29]2C=N[CH:32]=[CH:33][CH:34]=2)=[N:25][C:24](Cl)=[CH:23][N:22]=1)COCC[Si](C)(C)C)(=[O:11])=[O:10].C(=O)([O-])[O-].[Cs+].[Cs+].[ClH:42].[NH2:43][CH2:44][CH2:45][SH:46].C(OCC)(=O)C.[C:53](#[N:55])C>>[NH2:43][CH2:44][CH2:45][S:46][C:24]1[N:25]=[C:26]([O:27][CH2:28][C:29]2[CH:34]=[CH:33][CH:32]=[CH:53][N:55]=2)[C:21]([NH:12][S:9]([C:3]2[CH:4]=[CH:5][CH:6]=[C:7]([Cl:42])[C:2]=2[Cl:1])(=[O:10])=[O:11])=[N:22][CH:23]=1 |f:1.2.3,4.5|. Procedure details: A mixture of 2,3-dichloro-N-[5-chloro-3-(3-pyridinylmethoxy)-2-pyrazinyl]-N-[2-trimethylsilanylethoxymethyl]benzenesulphonamide (Example 101a) (0.68 g), caesium carbonate (1.9 g) and 2-aminoethanethiol hydrochloride (0.2 g) in acetonitrile (5 mL) was stirred at room temperature for 5 h. Ethyl acetate was added and the mixture washed with water and brine. The organic layer was dried (MgSO4) and evaporated. The residue was dissolved in trifluoracetic acid. After 1 h, toluene was added and the mixt...